Dataset: the Open Reaction Database (ORD), a public repository of structured organic reaction records. Task: describe an organic reaction: reactants, conditions, products, and yield Reactants: C(C=1C(N)=CC=CC1)(=O)OC (methyl anthranilate), CO (methanol), C(OC)([O-])[O-] (methyl orthoformate), C(C)(=O)[O-].[NH4+] (ammonium acetate). Reaction conditions: time 3 hour. Yields the product N1=CNC(C2=CC=CC=C12)=O (quinazolin-4-one). The yield is 98.0%. As a reaction SMILES: [C:1]([O:10]C)(=O)[C:2]1[C:3](=[CH:5][CH:6]=[CH:7][CH:8]=1)[NH2:4].C([O-])([O-])OC.C([O-])(=O)C.[NH4+:21].[CH3:22]O>>[N:4]1[C:3]2[C:2](=[CH:8][CH:7]=[CH:6][CH:5]=2)[C:1](=[O:10])[NH:21][CH:22]=1 |f:2.3|. Procedure: In a 2-mL volume stainless steel pressure-resistant vessel were placed 302 mg (2.0 mmol) of methyl anthranilate, 424 mg (4.0 mmol) of methyl orthoformate, 308 mg (4.0 mmol) of ammonium acetate, and 1.0 mL of methanol. The reaction was carried out at 120° C. for 3 hours. After the reaction was complete, the reaction mixture was analyzed (according to absolute quantitative analysis) by high performance liquid chromatography. There was produced 285 mg (reaction yield: 98%) of quinazolin-4-one. The reactants are CCI, CO, Clc1ccc(C2(CN3CCCC3)CC2)cc1. The product is CC[N+]1(CC2(c3ccc(Cl)cc3)CC2)CCCC1, [I-]. RXN SMILES: [CH2:1]([CH3:2])[I:3].[CH3:20][OH:21].[Cl:4][c:5]1[cH:6][cH:7][c:8]([C:11]2([CH2:14][N:15]3[CH2:16][CH2:17][CH2:18][CH2:19]3)[CH2:12][CH2:13]2)[cH:9][cH:10]1>>[CH2:1]([CH3:2])[N+:15]1([CH2:14][C:11]2([c:8]3[cH:7][cH:6][c:5]([Cl:4])[cH:10][cH:9]3)[CH2:12][CH2:13]2)[CH2:16][CH2:17][CH2:18][CH2:19]1.[I-:3]. Reactants: solution, C(C)(C)(C)C1=CC=C(C=C1)N1C(N(C(C1=O)(C)C)CC1=NC(=NC=C1)NC(OC1=CC=CC=C1)=O)=O (phenyl (4-{[3-(4-tert-butylphenyl)-5,5-dimethyl-2,4-dioxoimidazolidin-1-yl]methyl}pyrimidin-2-yl)carbamate), CNC (dimethylamine). The solvent is O1CCCC1 (tetrahydrofuran), O1CCCC1 (tetrahydrofuran). Run at time 1 hour. The product is C(C)(C)(C)C1=CC=C(C=C1)N1C(N(C(C1=O)(C)C)CC1=NC(=NC=C1)NC(N(C)C)=O)=O (3-(4-{[3-(4-tert-butylphenyl)-5,5-dimethyl-2,4-dioxoimidazolidin-1-yl]methyl}pyrimidin-2-yl)-1,1-dimethylurea). RXN SMILES: [C:1]([C:5]1[CH:10]=[CH:9][C:8]([N:11]2[C:15](=[O:16])[C:14]([CH3:18])([CH3:17])[N:13]([CH2:19][C:20]3[CH:25]=[CH:24][N:23]=[C:22]([NH:26][C:27](=O)[O:28]C4C=CC=CC=4)[N:21]=3)[C:12]2=[O:36])=[CH:7][CH:6]=1)([CH3:4])([CH3:3])[CH3:2].[CH3:37][NH:38][CH3:39]>O1CCCC1>[C:1]([C:5]1[CH:6]=[CH:7][C:8]([N:11]2[C:15](=[O:16])[C:14]([CH3:18])([CH3:17])[N:13]([CH2:19][C:20]3[CH:25]=[CH:24][N:23]=[C:22]([NH:26][C:27](=[O:28])[N:38]([CH3:39])[CH3:37])[N:21]=3)[C:12]2=[O:36])=[CH:9][CH:10]=1)([CH3:4])([CH3:3])[CH3:2]. Procedure: To a solution of 70 mg of phenyl (4-{[3-(4-tert-butylphenyl)-5,5-dimethyl-2,4-dioxoimidazolidin-1-yl]methyl}pyrimidin-2-yl)carbamate obtained in stage a) below in 3 mL of tetrahydrofuran is introduced, under argon, 0.71 mL of a 2M solution of dimethylamine in tetrahydrofuran. After stirring for one hour at room temperature, the reaction medium is concentrated under reduced pressure and the residue is purified by chromatography on a column of silica, eluting with a dichloromethane/acetonitrile/me... Reactants: CCOC(=O)CBr, COc1ccc(C(=O)N(C)Cc2[nH]c3cc(C(=O)O)ccc3c2-c2c#cc3c(c2)CCCCC3)cc1, CN(C)C=O, [H-], [Na+]. Yields the product CCOC(=O)Cn1c(CN(C)C(=O)c2ccc(OC)cc2)c(-c2c#cc3c(c2)CCCCC3)c2ccc(C(=O)O)cc21. Reaction SMILES: [Br:39][CH2:40][C:41](=[O:42])[O:43][CH2:44][CH3:45].[CH3:1][O:2][c:3]1[cH:4][cH:5][c:6]([C:7](=[O:8])[N:9]([CH3:10])[CH2:11][c:12]2[nH:13][c:14]3[cH:15][c:16]([C:32](=[O:33])[OH:34])[cH:17][cH:18][c:19]3[c:20]2-[c:21]2[cH:22][c:23]3[c:24]([c:30]#[c:31]2)[CH2:25][CH2:26][CH2:27][CH2:28][CH2:29]3)[cH:35][cH:36]1.[CH3:46][N:47]([CH3:48])[CH:49]=[O:50].[H-:37].[Na+:38]>>[CH3:1][O:2][c:3]1[cH:4][cH:5][c:6]([C:7](=[O:8])[N:9]([CH3:10])[CH2:11][c:12]2[n:13]([CH2:40][C:41](=[O:42])[O:43][CH2:44][CH3:45])[c:14]3[cH:15][c:16]([C:32](=[O:33])[OH:34])[cH:17][cH:18][c:19]3[c:20]2-[c:21]2[cH:22][c:23]3[c:24]([c:30]#[c:31]2)[CH2:25][CH2:26][CH2:27][CH2:28][CH2:29]3)[cH:35][cH:36]1. Reactants: C(C)(C)(C)OC(=O)N1C[C@@H]([C@H](CC1)C1=CC=C(C=C1)OCCCOCC1=C(C=CC=C1)OC)OCC1=CC=C2CCCNC2=C1 ((3R,4R)-4-[4-[3-(2-methoxy-benzyloxy)-propoxy]-phenyl]-3-(1,2,3,4-tetrahydro-quinolin-7-ylmethoxy)-piperidine-1-carboxylic acid tert-butylester), Cl (hydrochloric acid), ice. The solvent is CO (methanol), CO (methanol). Run at temperature 50 celsius, time 150 minute. Product: COC1=C(COCCCOC2=CC=C(C=C2)[C@@H]2[C@H](CNCC2)OCC2=CC=C3CCCNC3=C2)C=CC=C1 ((3R,4R)-4-[4-[3-(2-methoxy-benzyloxy)-propoxy]-phenyl]-3-(1,2,3,4-tetrahydro-quinolin-7-ylmethoxy)-piperidine). The yield is 77.7%. Reaction SMILES: C(OC([N:8]1[CH2:13][CH2:12][C@H:11]([C:14]2[CH:19]=[CH:18][C:17]([O:20][CH2:21][CH2:22][CH2:23][O:24][CH2:25][C:26]3[CH:31]=[CH:30][CH:29]=[CH:28][C:27]=3[O:32][CH3:33])=[CH:16][CH:15]=2)[C@@H:10]([O:34][CH2:35][C:36]2[CH:45]=[C:44]3[C:39]([CH2:40][CH2:41][CH2:42][NH:43]3)=[CH:38][CH:37]=2)[CH2:9]1)=O)(C)(C)C.Cl>CO>[CH3:33][O:32][C:27]1[CH:28]=[CH:29][CH:30]=[CH:31][C:26]=1[CH2:25][O:24][CH2:23][CH2:22][CH2:21][O:20][C:17]1[CH:16]=[CH:15][C:14]([C@H:11]2[CH2:12][CH2:13][NH:8][CH2:9][C@@H:10]2[O:34][CH2:35][C:36]2[CH:45]=[C:44]3[C:39]([CH2:40][CH2:41][CH2:42][NH:43]3)=[CH:38][CH:37]=2)=[CH:19][CH:18]=1. Procedure details: 2.92 g (4.73 mmol) of (3R,4R)-4-[4-[3-(2-methoxy-benzyloxy)-propoxy]-phenyl]-3-(1,2,3,4-tetrahydro-quinolin-7-ylmethoxy)-piperidine-1-carboxylic acid tert-butylester were dissolved in 63 ml of abs. methanol, then 63 ml (126 mmol) of hydrochloric acid in methanol (2.0 molar) were added at room temperature. After stirring for 150 minutes at 50° C., the reaction mixture was poured into 150 ml ice-cold 5% sodium hydrogen carbonate solution and the product was extracted five times with 100 ml methyle... The reactants are COc1ccccc1N(C)C(=O)c1cc(Br)c(Cl)cc1CC(=O)O, C[Si](C)(C)CCO, CN(C)c1ccncc1, C(=NC1CCCCC1)=NC1CCCCC1, ClCCl. Yields the product COc1ccccc1N(C)C(=O)c1cc(Br)c(Cl)cc1CC(=O)OCC[Si](C)(C)C. RXN SMILES: [Br:1][c:2]1[cH:3][c:4]([C:13]([N:14]([CH3:15])[c:16]2[c:17]([O:22][CH3:23])[cH:18][cH:19][cH:20][cH:21]2)=[O:24])[c:5]([CH2:9][C:10](=[O:11])[OH:12])[cH:6][c:7]1[Cl:8].[CH3:25][Si:26]([CH2:27][CH2:28][OH:29])([CH3:30])[CH3:31].[CH3:47][N:48]([c:49]1[cH:50][cH:51][n:52][cH:53][cH:54]1)[CH3:55].[CH:32]1([N:33]=[C:34]=[N:35][CH:36]2[CH2:37][CH2:38][CH2:39][CH2:40][CH2:41]2)[CH2:42][CH2:43][CH2:44][CH2:45][CH2:46]1.[Cl:56][CH2:57][Cl:58]>>[Br:1][c:2]1[cH:3][c:4]([C:13]([N:14]([CH3:15])[c:16]2[c:17]([O:22][CH3:23])[cH:18][cH:19][cH:20][cH:21]2)=[O:24])[c:5]([CH2:9][C:10]([O:11][CH2:28][CH2:27][Si:26]([CH3:25])([CH3:30])[CH3:31])=[O:12])[cH:6][c:7]1[Cl:8]. The reactants are BrC1=CC=C(C=C1)C1=C(C(=NO1)C)C(CSCC(F)(F)F)O (1-[5-(4-bromo-phenyl)-3-methyl-isoxazol-4-yl]-2-(2,2,2-trifluoro-ethylsulfanyl)-ethanol), C(C)OC(=O)C1(CC1)C1=CC=C(C=C1)B1OC(C(O1)(C)C)(C)C (1-[4-(4,4,5,5-tetramethyl-[1,3,2]dioxaborolan-2-yl)-phenyl]-cyclopropanecarboxylic acid ethyl ester). Procedure: Prepared according to the procedure described in Example 1, Step 7, using 1-[5-(4-bromo-phenyl)-3-methyl-isoxazol-4-yl]-2-(2,2,2-trifluoro-ethylsulfanyl)-ethanol and 1-[4-(4,4,5,5-tetramethyl-[1,3,2]dioxaborolan-2-yl)-phenyl]-cyclopropanecarboxylic acid ethyl ester. Yields the product C(C)OC(=O)C1(CC1)C1=CC=C(C=C1)C1=CC=C(C=C1)C1=C(C(=NO1)C)C(CSCC(F)(F)F)O (1-(4′-{4-[1-Hydroxy-2-(2,2,2-trifluoro-ethylsulfanyl)-ethyl]-3-methyl-isoxazol-5-yl}-biphenyl-4-yl)-cyclopropanecarboxylic acid ethyl ester). RXN SMILES: Br[C:2]1[CH:7]=[CH:6][C:5]([C:8]2[O:12][N:11]=[C:10]([CH3:13])[C:9]=2[CH:14]([OH:22])[CH2:15][S:16][CH2:17][C:18]([F:21])([F:20])[F:19])=[CH:4][CH:3]=1.[CH2:23]([O:25][C:26]([C:28]1([C:31]2[CH:36]=[CH:35][C:34](B3OC(C)(C)C(C)(C)O3)=[CH:33][CH:32]=2)[CH2:30][CH2:29]1)=[O:27])[CH3:24]>>[CH2:23]([O:25][C:26]([C:28]1([C:31]2[CH:36]=[CH:35][C:34]([C:2]3[CH:7]=[CH:6][C:5]([C:8]4[O:12][N:11]=[C:10]([CH3:13])[C:9]=4[CH:14]([OH:22])[CH2:15][S:16][CH2:17][C:18]([F:21])([F:20])[F:19])=[CH:4][CH:3]=3)=[CH:33][CH:32]=2)[CH2:29][CH2:30]1)=[O:27])[CH3:24]. Reactants: CON(C(C1=C(C=C(C=C1)F)[N+](=O)[O-])=O)C (N-methoxy-N-methyl-4-fluoro-2-nitro-benzamide). The reagents and catalysts are [Pd] (palladium charcoal). Run in CCO (EtOH). Run at time 8 hour. Yields the product CON(C(C1=C(C=C(C=C1)F)N)=O)C (N-methoxy-N-methyl-2-amino-4-fluoro-benzamide). Yield: 90.1%. RXN SMILES: [CH3:1][O:2][N:3]([CH3:16])[C:4](=[O:15])[C:5]1[CH:10]=[CH:9][C:8]([F:11])=[CH:7][C:6]=1[N+:12]([O-])=O>CCO.[Pd]>[CH3:1][O:2][N:3]([CH3:16])[C:4](=[O:15])[C:5]1[CH:10]=[CH:9][C:8]([F:11])=[CH:7][C:6]=1[NH2:12]. Procedure details: A mixture of N-methoxy-N-methyl-4-fluoro-2-nitro-benzamide (1.15 g, 5.04 mmol) and 5% palladium charcoal (190 mg) in EtOH (30 mL) was shaken overnight under hydrogen atmosphere (3 atm). The mixture was filtered and concentrated under reduced pressure to give N-methoxy-N-methyl-2-amino-4-fluoro-benzamide (0.9 g, 90%). Reactants: C(C)(C)(C)OC(NC1CCC(CC1)C(NC1=CC(=CC=C1)C1=C2/C(/C(NC2=CC=C1)=O)=C/C=1NC=CC1)=O)=O ((Z)-[4-[3-[2,3-dihydro-2-oxo-3-[(1H-pyrrol-2-yl)methylene]-1H-indol-4-yl]-phenylcarbamoyl]-cyclohexyl]-carbamic acid tert-butyl ester), FC(C(=O)O)(F)F (trifluoroacetic acid). The solvent is C(C)(=O)OCC (ethyl acetate), C(Cl)Cl (methylene chloride). Reaction conditions: time 1 hour. Yields the product NC1CCC(CC1)C(=O)NC1=CC(=CC=C1)C1=C2/C(/C(NC2=CC=C1)=O)=C/C=1NC=CC1 ((Z)-4-amino-N-[3-[2,3-dihydro-2-oxo-3-[(1H-pyrrol-2-yl)methylene]-1H-indol-4-yl]phenyl]cyclohexanecarboxamide). Yield: 40.7%. Reaction SMILES: C(OC(=O)[NH:7][CH:8]1[CH2:13][CH2:12][CH:11]([C:14](=[O:38])[NH:15][C:16]2[CH:21]=[CH:20][CH:19]=[C:18]([C:22]3[CH:30]=[CH:29][CH:28]=[C:27]4[C:23]=3/[C:24](=[CH:32]/[C:33]3[NH:34][CH:35]=[CH:36][CH:37]=3)/[C:25](=[O:31])[NH:26]4)[CH:17]=2)[CH2:10][CH2:9]1)(C)(C)C.FC(F)(F)C(O)=O>C(Cl)Cl.C(OCC)(=O)C>[NH2:7][CH:8]1[CH2:9][CH2:10][CH:11]([C:14]([NH:15][C:16]2[CH:21]=[CH:20][CH:19]=[C:18]([C:22]3[CH:30]=[CH:29][CH:28]=[C:27]4[C:23]=3/[C:24](=[CH:32]/[C:33]3[NH:34][CH:35]=[CH:36][CH:37]=3)/[C:25](=[O:31])[NH:26]4)[CH:17]=2)=[O:38])[CH2:12][CH2:13]1. Procedure: A solution of the (Z)-[4-[3-[2,3-dihydro-2-oxo-3-[(1H-pyrrol-2-yl)methylene]-1H-indol-4-yl]-phenylcarbamoyl]-cyclohexyl]-carbamic acid tert-butyl ester (51.4 mg, 0.098 mmol) in 3 mL of methylene chloride was then treated with 2 mL of trifluoroacetic acid. The reaction mixture was stirred at room temperature for 1 h, and the reaction mixture was diluted with 50 mL of ethyl acetate. The organic phase was carefully washed with a saturated aqueous sodium bicarbonate solution (3×20 mL), dried over so... Reactants: C([O-])([O-])=O.[K+].[K+] (potassium carbonate), ( 2.87 ), C1(CCCCC1)N1C(C=2NC=3N(C(C2C1)=O)N=C(C3)C3=CC=CC=C3)=O (6-cyclohexyl-4,7-dihydro-2-phenyl-5H-pyrazolo[1,5-a]pyrrolo[3,4-d]pyrimidine-5,8-dione), CS(=O)C (dimethyl-sulfoxide), BrCCCC(=O)OCC (ethyl 4-bromobutyrate). Run in O (water). Yields the product C(C)OC(=O)CCCN1C=2N(C(C3=C1C(N(C3)C3CCCCC3)=O)=O)N=C(C2)C2=CC=CC=C2 (4-(Ethoxycarbonylpropyl)-6-cyclohexy-4,7-dihydro-2 -phenyl-5H-pyrazolo[1,5-a]pyrrolo[3,4-d]pyrimidine-5,8(6H)-dione). Isolated yield 84.0%. As a reaction SMILES: [CH:1]1([N:7]2[CH2:15][C:14]3[C:13](=[O:16])[N:12]4[N:17]=[C:18]([C:20]5[CH:25]=[CH:24][CH:23]=[CH:22][CH:21]=5)[CH:19]=[C:11]4[NH:10][C:9]=3[C:8]2=[O:26])[CH2:6][CH2:5][CH2:4][CH2:3][CH2:2]1.Br[CH2:28][CH2:29][CH2:30][C:31]([O:33][CH2:34][CH3:35])=[O:32].C(=O)([O-])[O-].[K+].[K+].CS(C)=O>O>[CH2:34]([O:33][C:31]([CH2:30][CH2:29][CH2:28][N:10]1[C:9]2[C:8](=[O:26])[N:7]([CH:1]3[CH2:6][CH2:5][CH2:4][CH2:3][CH2:2]3)[CH2:15][C:14]=2[C:13](=[O:16])[N:12]2[N:17]=[C:18]([C:20]3[CH:25]=[CH:24][CH:23]=[CH:22][CH:21]=3)[CH:19]=[C:11]12)=[O:32])[CH3:35] |f:2.3.4|. Procedure: A mixture of 100 g (2.87) mmole) of 6-cyclohexyl-4,7-dihydro-2-phenyl-5H-pyrazolo[1,5-a]pyrrolo[3,4-d]pyrimidine-5,8-dione (see preparation 1), 0.82 ml. (5.7 mmoles), of ethyl 4-bromobutyrate and 0.41 g., 3.0 mmole of potassium carbonate in 11 ml. of -dimethyl-sulfoxide (DMSO) was stirred at 50° C. for 16.5 hours. Then 35 ml. of water was added and the mixture was suction filtered. The collected solid was washed with more water and air dried. The crude solid was recrystallized from 95% ethanol (...